The task is: describe an organic reaction: reactants, conditions, products, and yield. This data is from the Open Reaction Database (ORD), a public repository of structured organic reaction records. As a reaction SMILES: [CH2:42]1[O:43][CH2:44][CH2:45][CH2:46]1.[CH3:2][NH:3][C:4](=[O:5])[c:6]1[cH:7][c:8]([NH:12][CH:13]([C:14](=[O:15])[OH:16])[c:17]2[cH:18][cH:19][cH:20][cH:21][cH:22]2)[cH:9][cH:10][cH:11]1.[ClH:1].[N:33]12[CH2:34][CH:35]([OH:41])[CH:36]([CH2:37][CH2:38]1)[CH2:39][CH2:40]2.[OH:23][n:24]1[c:25]2[c:26]([cH:27][cH:28][cH:29][cH:30]2)[n:31][n:32]1>>[CH3:2][NH:3][C:4](=[O:5])[c:6]1[cH:7][c:8]([NH:12][CH:13]([C:14](=[O:15])[O:16][CH:35]2[CH2:34][N:33]3[CH2:38][CH2:37][CH:36]2[CH2:39][CH2:40]3)[c:17]2[cH:18][cH:19][cH:20][cH:21][cH:22]2)[cH:9][cH:10][cH:11]1. Product: CNC(=O)c1cccc(NC(C(=O)OC2CN3CCC2CC3)c2ccccc2)c1. Starting materials: C1CCOC1, CNC(=O)c1cccc(NC(C(=O)O)c2ccccc2)c1, Cl, OC1CN2CCC1CC2, On1nnc2ccccc21. As a reaction SMILES: [CH2:1]([NH:8][C:9]1[C:14]2=[C:15]([C:18]3[CH:23]=[CH:22][CH:21]=[CH:20][CH:19]=3)[CH:16]=[CH:17][N:13]2[N:12]=[C:11]([C:24]#N)[N:10]=1)[C:2]1[CH:7]=[CH:6][CH:5]=[CH:4][CH:3]=1.C([OH:30])(C)(C)C.CC(C)([O-])C.[K+].[OH2:37]>>[CH2:1]([NH:8][C:9]1[C:14]2=[C:15]([C:18]3[CH:23]=[CH:22][CH:21]=[CH:20][CH:19]=3)[CH:16]=[CH:17][N:13]2[N:12]=[C:11]([C:24]([OH:30])=[O:37])[N:10]=1)[C:2]1[CH:7]=[CH:6][CH:5]=[CH:4][CH:3]=1 |f:2.3|. Yields the product C(C1=CC=CC=C1)NC1=NC(=NN2C1=C(C=C2)C2=CC=CC=C2)C(=O)O (4-(benzylamino)-5-phenylpyrrolo[2,1-f][1,2,4]triazine-2-carboxylic acid). Reaction conditions: temperature 95 celsius. Reactants: CC(C)([O-])C.[K+] (potassium tert-butoxide), O (water), C(C1=CC=CC=C1)NC1=NC(=NN2C1=C(C=C2)C2=CC=CC=C2)C#N (4-(benzylamino)-5-phenylpyrrolo[2,1-f][1,2,4]triazine-2-carbonitrile), C(C)(C)(C)O (tert-butanol). Reported procedure: To a stirred solution of 4-(benzylamino)-5-phenylpyrrolo[2,1-f][1,2,4]triazine-2-carbonitrile (0.100 g, 0.307 mmol) dissolved in tert-butanol (15.0 mL, 157 mmol) and water (15 mL) was added potassium tert-butoxide (0.138 g, 1.23 mmol). The reaction mixture was heated in a pressure tube to 95° C. for 16 h and concentrated under reduced pressure. To the resulting residue, was added water (100 mL) and the aqueous solution was neutralized with dilute HCl to pH 7. The solid precipitated, was filtered... The yield is 28.3%.